From a dataset of the Open Reaction Database (ORD), a public repository of structured organic reaction records. describe an organic reaction: reactants, conditions, products, and yield Starting materials: O=C1CCC1, CN([SiH](C)C)[Si](C)(C)C, NCCCP(O)O, O. Yields the product NCCCP(=O)(O)C1(O)CCC1. Reaction SMILES: [C:8]1(=[O:12])[CH2:9][CH2:10][CH2:11]1.[CH3:14][SiH:15]([CH3:16])[N:17]([CH3:18])[Si:19]([CH3:20])([CH3:21])[CH3:22].[NH2:1][CH2:2][CH2:3][CH2:4][P:5]([OH:6])[OH:7].[OH2:13]>>[NH2:1][CH2:2][CH2:3][CH2:4][P:5]([OH:6])(=[O:7])[C:8]1([OH:12])[CH2:9][CH2:10][CH2:11]1.